Dataset: the Open Reaction Database (ORD), a public repository of structured organic reaction records. Task: describe an organic reaction: reactants, conditions, products, and yield Starting materials: FC1=CC=CC=C1 (fluorobenzene), S(O)(O)(=O)=O (sulfuric acid), C(=O)(O)C1(CCC(=O)O1)C (gamma-carboxy-gamma-valerolactone). Run in CCOCC (ether), CCOCC (ether). Reaction conditions: temperature 10 celsius. Product: FC1=CC=C(C(=O)C2(CCC(=O)O2)C)C=C1 (Gamma-(para-fluorobenzoyl)-gamma-valerolactone). RXN SMILES: [F:1][C:2]1[CH:7]=[CH:6][CH:5]=[CH:4][CH:3]=1.S(=O)(=O)(O)O.[C:13]([C:16]1([CH3:22])[O:21][C:19](=[O:20])[CH2:18][CH2:17]1)(O)=[O:14]>CCOCC>[F:1][C:2]1[CH:7]=[CH:6][C:5]([C:13]([C:16]2([CH3:22])[O:21][C:19](=[O:20])[CH2:18][CH2:17]2)=[O:14])=[CH:4][CH:3]=1. Reported procedure: To 0.5 moles of fluorobenzene and 0.2 moles of sulfuric acid at 80° C is added portionwise 0.2 , moles of gamma-carboxy-gamma-valerolactone (I). The mixture is kept at 80° C for an additional hour. The mixture is cooled to 10° C and 100 ml of ether is added. The mixture is poured onto ice and 100 ml of ether is added. The layers are separated and the aqueous layer is back extracted with ether and the ether extracts are combined. The combined ether extracts are washed with water, saturated sodium...